Dataset: the Open Reaction Database (ORD), a public repository of structured organic reaction records. Task: describe an organic reaction: reactants, conditions, products, and yield Starting materials: O[C@@H]([C@@H](CO)NC(=O)C1=CN(C2=NC=C(N=C21)C2=NN(C1=CC(=CC=C21)F)C)COCC[Si](C)(C)C)C (2-(6-fluoro-1-methyl-1H-indazol-3-yl)-5-(2-trimethylsilanyl-ethoxymethyl)-5H-pyrrolo[2,3-b]pyrazine-7-carboxylic acid ((1R,2R)-2-hydroxy-1-hydroxymethyl-propyl)-amide), C(=O)(C(F)(F)F)O (TFA), C(CN)N (ethylenediamine). Run in ClCCl (dichloromethane). Run at time 2.5 hour. Product: O[C@@H]([C@@H](CO)NC(=O)C1=CNC2=NC=C(N=C21)C2=NN(C1=CC(=CC=C21)F)C)C (2-(6-fluoro-1-methyl-1H-indazol-3-yl)-5H-pyrrolo[2,3-b]pyrazine-7-carboxylic acid ((1R,2R)-2-hydroxy-1-hydroxymethyl-propyl)-amide). Isolated yield 39.6%. RXN SMILES: [OH:1][C@H:2]([CH3:37])[C@H:3]([NH:6][C:7]([C:9]1[C:17]2[C:12](=[N:13][CH:14]=[C:15]([C:18]3[C:26]4[C:21](=[CH:22][C:23]([F:27])=[CH:24][CH:25]=4)[N:20]([CH3:28])[N:19]=3)[N:16]=2)[N:11](COCC[Si](C)(C)C)[CH:10]=1)=[O:8])[CH2:4][OH:5].C(O)(C(F)(F)F)=O.C(N)CN>ClCCl>[OH:1][C@H:2]([CH3:37])[C@H:3]([NH:6][C:7]([C:9]1[C:17]2[C:12](=[N:13][CH:14]=[C:15]([C:18]3[C:26]4[C:21](=[CH:22][C:23]([F:27])=[CH:24][CH:25]=4)[N:20]([CH3:28])[N:19]=3)[N:16]=2)[NH:11][CH:10]=1)=[O:8])[CH2:4][OH:5]. Procedure: In a 10 mL round-bottom flask, 2-(6-fluoro-1-methyl-1H-indazol-3-yl)-5-(2-trimethylsilanyl-ethoxymethyl)-5H-pyrrolo[2,3-b]pyrazine-7-carboxylic acid ((1R,2R)-2-hydroxy-1-hydroxymethyl-propyl)-amide (30 mg, 0.057 mmol) and TFA (0.3 ml, 3.9 mmol) were combined with dichloromethane (1 ml) to give an orange solution. The reaction mixture was stirred at room temperature for 2.5 h then concentrated under reduced pressure. The resultant crude solid was dissolved in dichloromethane (1 mL) and ethylenedi... The reactants are O (water), FC1=C(C=O)C=C(C=C1)C(F)(F)F (2-Fluoro-5-trifluoromethyl-benzaldehyde), C1(CC1)CNCCC (cyclopropylmethyl-propyl-amine), C([O-])([O-])=O.[K+].[K+] (potassium carbonate). Run in C1(=CC=CC=C1)C (toluene). Run at temperature 120 celsius, time 4 hour. The product is C1(CC1)CN(C1=C(C=O)C=C(C=C1)C(F)(F)F)CCC (2-(cyclopropylmethyl-propyl-amino)-5-trifluoromethyl-benzaldehyde). Isolated yield 100.1%. RXN SMILES: F[C:2]1[CH:9]=[CH:8][C:7]([C:10]([F:13])([F:12])[F:11])=[CH:6][C:3]=1[CH:4]=[O:5].[CH:14]1([CH2:17][NH:18][CH2:19][CH2:20][CH3:21])[CH2:16][CH2:15]1.C(=O)([O-])[O-].[K+].[K+].O>C1(C)C=CC=CC=1>[CH:14]1([CH2:17][N:18]([CH2:19][CH2:20][CH3:21])[C:2]2[CH:9]=[CH:8][C:7]([C:10]([F:13])([F:12])[F:11])=[CH:6][C:3]=2[CH:4]=[O:5])[CH2:16][CH2:15]1 |f:2.3.4|. Reported procedure: 2-Fluoro-5-trifluoromethyl-benzaldehyde (5.38 g) and cyclopropylmethyl-propyl-amine (4.75 g) are dissolved in toluene (50 ml), and thereto is added potassium carbonate (11.6 g) and the mixture is stirred at 120° C. for 4 hours. The reaction solution is cooled to room temperature, and thereto is added water and the mixture is separated, and the organic layer is washed with a saturated brine, dried over magnesium sulfate, and concentrated under reduced pressure. The resulting residue is purified b... The reactants are Cl.N[C@H]1CC[C@H](CC1)NC(=O)C1=C(NC=2C1=NC=CC2C2=C(C=CC(=C2)OC)OCC2CC2)C (N-(cis-4-aminocyclohexyl)-7-[2-(cyclopropylmethoxy)-5-methoxyphenyl]-2-methyl-1H-pyrrolo[3,2-b]pyridine-3-carboxamide hydrochloride), C(C)(=O)Cl (acetyl chloride). Product: C(C)(=O)N[C@H]1CC[C@H](CC1)NC(=O)C1=C(NC=2C1=NC=CC2C2=C(C=CC(=C2)OC)OCC2CC2)C (N-[cis-4-(Acetylamino)cyclohexyl]-7-[2-(cyclopropylmethoxy)-5-methoxyphenyl]-2-methyl-1H-pyrrolo[3,2-b]pyridine-3-carboxamide). As a reaction SMILES: Cl.[NH2:2][C@@H:3]1[CH2:8][CH2:7][C@H:6]([NH:9][C:10]([C:12]2[C:16]3=[N:17][CH:18]=[CH:19][C:20]([C:21]4[CH:26]=[C:25]([O:27][CH3:28])[CH:24]=[CH:23][C:22]=4[O:29][CH2:30][CH:31]4[CH2:33][CH2:32]4)=[C:15]3[NH:14][C:13]=2[CH3:34])=[O:11])[CH2:5][CH2:4]1.[C:35](Cl)(=[O:37])[CH3:36]>>[C:35]([NH:2][C@@H:3]1[CH2:8][CH2:7][C@H:6]([NH:9][C:10]([C:12]2[C:16]3=[N:17][CH:18]=[CH:19][C:20]([C:21]4[CH:26]=[C:25]([O:27][CH3:28])[CH:24]=[CH:23][C:22]=4[O:29][CH2:30][CH:31]4[CH2:32][CH2:33]4)=[C:15]3[NH:14][C:13]=2[CH3:34])=[O:11])[CH2:5][CH2:4]1)(=[O:37])[CH3:36] |f:0.1|. Procedure: Starting from N-(cis-4-aminocyclohexyl)-7-[2-(cyclopropylmethoxy)-5-methoxyphenyl]-2-methyl-1H-pyrrolo[3,2-b]pyridine-3-carboxamide hydrochloride (example D.f16) and commercially available acetyl chloride the title compound is obtained as colorless solid. Starting materials: BrC1=NC=CC2=C1SC(=N2)C2=C(C=CC=C2F)Cl (4-bromo-2-(2-chloro-6-fluorophenyl)thiazolo[5,4-c]pyridine), C1(CC1)NC(=O)N (1-cyclopropylurea), CC1(C2=C(C(=CC=C2)P(C3=CC=CC=C3)C4=CC=CC=C4)OC5=C(C=CC=C51)P(C6=CC=CC=C6)C7=CC=CC=C7)C (XantPhos), C(=O)([O-])[O-].[Cs+].[Cs+] (Cs2CO3). The reagents and catalysts are C=1C=CC(=CC1)/C=C/C(=O)/C=C/C2=CC=CC=C2.C=1C=CC(=CC1)/C=C/C(=O)/C=C/C2=CC=CC=C2.C=1C=CC(=CC1)/C=C/C(=O)/C=C/C2=CC=CC=C2.[Pd].[Pd] (Pd2(dba)3). Solvent: O1CCOCC1 (dioxane). Yields the product ClC1=C(C(=CC=C1)F)C=1SC=2C(=NC=CC2N1)NC(=O)NC1CC1 (1-(2-(2-chloro-6-fluorophenyl)thiazolo[5,4-c]pyridin-4-yl)-3-cyclopropylurea). Isolated yield 21.3%. Reaction SMILES: Br[C:2]1[C:7]2[S:8][C:9]([C:11]3[C:16]([F:17])=[CH:15][CH:14]=[CH:13][C:12]=3[Cl:18])=[N:10][C:6]=2[CH:5]=[CH:4][N:3]=1.[CH:19]1([NH:22][C:23]([NH2:25])=[O:24])[CH2:21][CH2:20]1.CC1(C)C2C(=C(P(C3C=CC=CC=3)C3C=CC=CC=3)C=CC=2)OC2C(P(C3C=CC=CC=3)C3C=CC=CC=3)=CC=CC1=2.C([O-])([O-])=O.[Cs+].[Cs+]>O1CCOCC1.C1C=CC(/C=C/C(/C=C/C2C=CC=CC=2)=O)=CC=1.C1C=CC(/C=C/C(/C=C/C2C=CC=CC=2)=O)=CC=1.C1C=CC(/C=C/C(/C=C/C2C=CC=CC=2)=O)=CC=1.[Pd].[Pd]>[Cl:18][C:12]1[CH:13]=[CH:14][CH:15]=[C:16]([F:17])[C:11]=1[C:9]1[S:8][C:7]2[C:2]([NH:25][C:23]([NH:22][CH:19]3[CH2:21][CH2:20]3)=[O:24])=[N:3][CH:4]=[CH:5][C:6]=2[N:10]=1 |f:3.4.5,7.8.9.10.11|. Procedure details: To a microwave tube was added 4-bromo-2-(2-chloro-6-fluorophenyl)thiazolo[5,4-c]pyridine (0.050 g, 1.5 mmol), 1-cyclopropylurea (0.043 g, 0.22 mmol), Pd2(dba)3 (0.013 g, 0.017 mmol), XantPhos (0.017 g, 0.034 mmol) and Cs2CO3 (0.11 g, 0.34 mmol) in dioxane (2.0 mL). The mixture was degassed with N2 for 10 minutes and then irradiated in a microwave reactor at 160° C. for 2 hours. After cooling to room temperature, solid was removed via filtration and the filtrate was concentrated under reduced pre... Reactants: BrC1=C(C=CC(=C1)F)O[C@@H](C)CC=C ((S)-2-bromo-4-fluoro-1-(pent-4-en-2-yloxy)benzene), FC1=CC(=C(C=C1)B(O)O)O[C@@H](C)CC=C ((S)-(4-fluoro-2-(pent-4-en-2-yloxy)phenyl)boronic acid). The product is FC=1C=CC(=C(C1)B(O)O)O[C@@H](C)CC=C ((S)-(5-Fluoro-2-(pent-4-en-2-yloxy)phenyl)boronic acid). Isolated yield 100.0%. As a reaction SMILES: Br[C:2]1[CH:7]=[C:6]([F:8])[CH:5]=[CH:4][C:3]=1[O:9][C@H:10]([CH2:12][CH:13]=[CH2:14])[CH3:11].FC1C=CC([B:22]([OH:24])[OH:23])=C(O[C@H](CC=C)C)C=1>>[F:8][C:6]1[CH:5]=[CH:4][C:3]([O:9][C@H:10]([CH2:12][CH:13]=[CH2:14])[CH3:11])=[C:2]([B:22]([OH:24])[OH:23])[CH:7]=1. Reported procedure: Prepared from (S)-2-bromo-4-fluoro-1-(pent-4-en-2-yloxy)benzene in 100% yield following the same procedure as (S)-(4-fluoro-2-(pent-4-en-2-yloxy)phenyl)boronic acid. NMR is complex and suggests an oligomeric mixture. The material, however, was used as is and was fully compentent for undergoing a Suzuki coupling.